From a dataset of the Open Reaction Database (ORD), a public repository of structured organic reaction records. describe an organic reaction: reactants, conditions, products, and yield Starting materials: C(Br)(Br)(Br)Br (CBr4), FC(C=1C=C(C=C(C1)C(F)(F)F)C(C(=O)OC)O)(F)F (Methyl [3,5-bis(trifluoromethyl)phenyl](hydroxy)acetate), C1=CC=C(C=C1)P(C2=CC=CC=C2)C3=CC=CC=C3 (PPh3). The solvent is C(Cl)Cl (CH2Cl2). Reaction conditions: temperature 0 celsius, time 1 hour. Product: FC(C=1C=C(C=C(C1)C(F)(F)F)C(C(=O)OC)Br)(F)F (methyl [3,5-bis(trifluoromethyl)phenyl](bromo)acetate). As a reaction SMILES: [F:1][C:2]([F:20])([F:19])[C:3]1[CH:4]=[C:5]([CH:13](O)[C:14]([O:16][CH3:17])=[O:15])[CH:6]=[C:7]([C:9]([F:12])([F:11])[F:10])[CH:8]=1.C(Br)(Br)(Br)[Br:22].C1C=CC(P(C2C=CC=CC=2)C2C=CC=CC=2)=CC=1>C(Cl)Cl>[F:1][C:2]([F:20])([F:19])[C:3]1[CH:4]=[C:5]([CH:13]([Br:22])[C:14]([O:16][CH3:17])=[O:15])[CH:6]=[C:7]([C:9]([F:12])([F:11])[F:10])[CH:8]=1. Procedure: Methyl [3,5-bis(trifluoromethyl)phenyl](hydroxy)acetate (300 mg, 0.993 mmol) was dissolved in CH2Cl2 (10 mL). The solution was cooled to 0° C. and CBr4 (659 mg, 1.986 mmol) was added followed by PPh3 (521 mg, 1.986 mmol). After 1 hour, the reaction was warmed to room temperature and stirred at room temperature for 1 hour. The reaction was filtered through a short plug of silica gel with CH2Cl2. The filtrate was concentrated and the residue was purified by flash chromatography with 5% EtOAc/hexan... The reactants are CN(C)C=O, C#CCC(C)(O)CCCCl, C[Si](C)(C)Cl, O, c1c[nH]cn1. Product: C#CCC(C)(CCCCl)O[Si](C)(C)C. Reaction SMILES: [CH3:11][N:12]([CH3:13])[CH:14]=[O:15].[Cl:1][CH2:2][CH2:3][CH2:4][C:5]([CH2:6][C:7]#[CH:8])([CH3:9])[OH:10].[Cl:21][Si:22]([CH3:23])([CH3:24])[CH3:25].[OH2:26].[nH:16]1[cH:17][cH:18][n:19][cH:20]1>>[Cl:1][CH2:2][CH2:3][CH2:4][C:5]([CH2:6][C:7]#[CH:8])([CH3:9])[O:10][Si:22]([CH3:23])([CH3:24])[CH3:25].